This data is from the Open Reaction Database (ORD), a public repository of structured organic reaction records. The task is: describe an organic reaction: reactants, conditions, products, and yield Reactants: C(C)(C)N1CCN(CC1)C=1SC2=C(N1)C=CC(=C2)C=O (2-(4-isopropylpiperazin-1-yl)benzothiazole-6-carboxaldehyde), CC(=O)O (AcOH), N1CCNCC1 (piperazine), [BH3-]C#N.[Na+] (NaCNBH3). Solvent: C1CCOC1 (THF). Run at temperature 63 celsius. The product is C(C)(C)N1CCN(CC1)C=1SC2=C(N1)C(=CC(=C2)N2CCCCC2)C (2-(4-isopropylpiperazin-1-yl)-6-piperidin-1-yl-methylbenzothiazole). The yield is 257.9%. Reaction SMILES: [CH:1]([N:4]1[CH2:9][CH2:8][N:7]([C:10]2[S:11][C:12]3[CH:18]=[C:17]([CH:19]=O)C=C[C:13]=3[N:14]=2)[CH2:6][CH2:5]1)([CH3:3])[CH3:2].[CH3:21][C:22](O)=O.N1[CH2:30][CH2:29][NH:28][CH2:27][CH2:26]1.[BH3-][C:32]#N.[Na+]>C1COCC1>[CH:1]([N:4]1[CH2:5][CH2:6][N:7]([C:10]2[S:11][C:12]3[CH:18]=[C:17]([N:28]4[CH2:29][CH2:30][CH2:32][CH2:26][CH2:27]4)[CH:19]=[C:22]([CH3:21])[C:13]=3[N:14]=2)[CH2:8][CH2:9]1)([CH3:2])[CH3:3] |f:3.4|. Procedure details: To a solution of 2-(4-isopropylpiperazin-1-yl)benzothiazole-6-carboxaldehyde (0.5 g, 1.73 mmol) and AcOH (11 mg, 0.173 mmol) in THF (5 mL), piperazine (0.34 ml, 3.46 mmol) and NaCNBH3 (132 mg, 2.08 mmol) were added in turn. The reaction mixture was heated at 63° C. for 12 hours. The solvent was removed and the mixture was extracted with ethyl acetate, washed with water and brine and dried (MgSO4). The volatiles were evaporated and the residue was purified by column chromatography on silica gel, ...